This data is from the Open Reaction Database (ORD), a public repository of structured organic reaction records. The task is: describe an organic reaction: reactants, conditions, products, and yield The reactants are C=O, CNC, Cn1c(=O)sc2ccc(-c3cn4ccccc4n3)cc21. The product is CN(C)Cc1c(-c2ccc3sc(=O)n(C)c3c2)nc2ccccn12. RXN SMILES: [CH2:21]=[O:22].[CH3:23][NH:24][CH3:25].[n:1]1[c:2](-[c:10]2[cH:11][cH:12][c:13]3[c:14]([n:15]([CH3:19])[c:16](=[O:18])[s:17]3)[cH:20]2)[cH:3][n:4]2[c:5]1[cH:6][cH:7][cH:8][cH:9]2>>[n:1]1[c:2](-[c:10]2[cH:11][cH:12][c:13]3[c:14]([n:15]([CH3:19])[c:16](=[O:18])[s:17]3)[cH:20]2)[c:3]([CH2:21][N:24]([CH3:23])[CH3:25])[n:4]2[c:5]1[cH:6][cH:7][cH:8][cH:9]2. Reactants: CC1([C@@H](N(C(O1)=O)C1=CC=C(C=C1)B1OC(C(O1)(C)C)(C)C)C1=CC=CC=C1)C ((S)-5,5-dimethyl-4-phenyl-3-(4-(4,4,5,5-tetramethyl-1,3,2-dioxaborolan-2-yl)phenyl)oxazolidin-2-one), CC1([C@@H](N(C(O1)=O)C1=CC=C(C=C1)B1OC(C(O1)(C)C)(C)C)C1=CC=CC=C1)C ((S)-5,5-dimethyl-4-phenyl-3-(4-(4,4,5,5-tetramethyl-1,3,2-dioxaborolan-2-yl)phenyl)oxazolidin-2-one), BrC=1C=C(C(NC1)=O)I (5-bromo-3-iodopyridin-2(1H)-one), C([O-])([O-])=O.[Na+].[Na+] (sodium carbonate), O1CCOCC1 (dioxane). The reagents and catalysts are C=1C=CC(=CC1)[P](C=2C=CC=CC2)(C=3C=CC=CC3)[Pd]([P](C=4C=CC=CC4)(C=5C=CC=CC5)C=6C=CC=CC6)([P](C=7C=CC=CC7)(C=8C=CC=CC8)C=9C=CC=CC9)[P](C=1C=CC=CC1)(C=1C=CC=CC1)C=1C=CC=CC1 (Tetrakis(triphenylphosphine)palladium(0)). Solvent: O (water). Conditions: temperature 100 celsius, time 16 hour. The product is CC1([C@@H](N(C(O1)=O)C1=CC=C(C=C1)C=1C(NC=CC1)=O)C1=CC=CC=C1)C ((S)-5,5-dimethyl-3-(4-(2-oxo-1,2-dihydropyridin-3-yl)phenyl)-4-phenyloxazolidin-2-one). The yield is 23.0%. As a reaction SMILES: [CH3:1][C:2]1([CH3:29])[O:6][C:5](=[O:7])[N:4]([C:8]2[CH:13]=[CH:12][C:11](B3OC(C)(C)C(C)(C)O3)=[CH:10][CH:9]=2)[C@H:3]1[C:23]1[CH:28]=[CH:27][CH:26]=[CH:25][CH:24]=1.Br[C:31]1[CH:32]=[C:33](I)[C:34](=[O:37])[NH:35][CH:36]=1.C(=O)([O-])[O-].[Na+].[Na+].O1CCOCC1>C1C=CC([P]([Pd]([P](C2C=CC=CC=2)(C2C=CC=CC=2)C2C=CC=CC=2)([P](C2C=CC=CC=2)(C2C=CC=CC=2)C2C=CC=CC=2)[P](C2C=CC=CC=2)(C2C=CC=CC=2)C2C=CC=CC=2)(C2C=CC=CC=2)C2C=CC=CC=2)=CC=1.O>[CH3:1][C:2]1([CH3:29])[O:6][C:5](=[O:7])[N:4]([C:8]2[CH:13]=[CH:12][C:11]([C:33]3[C:34](=[O:37])[NH:35][CH:36]=[CH:31][CH:32]=3)=[CH:10][CH:9]=2)[C@H:3]1[C:23]1[CH:28]=[CH:27][CH:26]=[CH:25][CH:24]=1 |f:2.3.4,^1:54,56,75,94|. Reported procedure: A resealable tube was charged with (S)-5,5-dimethyl-4-phenyl-3-(4-(4,4,5,5-tetramethyl-1,3,2-dioxaborolan-2-yl)phenyl)oxazolidin-2-one (Intermediate J)(0.100 g, 0.254 mmol), 5-bromo-3-iodopyridin-2(1H)-one (commercially available from Adesis, Inc., New Castle, Del.)(0.153 g, 0.509 mmol), sodium carbonate (0.108 g, 1.017 mmol), dioxane (2.0 mL), and water (0.40 mL). Tetrakis(triphenylphosphine)palladium(0) (0.147 g, 0.127 mmol) was added, the system was purged with argon, and the tube was sealed.... The reactants are NC1=CC(=C(C#N)C=C1)OC (4-amino-2-methoxybenzonitrile), CC1CC(=O)OC(C1)=O (3-methylglutaric anhydride). The solvent is C1CCOC1 (THF). Yields the product C(#N)C1=C(C=C(C=C1)NC(CC(CC(=O)O)C)=O)OC (5-((4-cyano-3-methoxyphenyl)amino)-3-methyl-5-oxopentanoic acid). The yield is 108.2%. Reaction SMILES: [NH2:1][C:2]1[CH:9]=[CH:8][C:5]([C:6]#[N:7])=[C:4]([O:10][CH3:11])[CH:3]=1.[CH3:12][CH:13]1[CH2:19][C:18](=[O:20])[O:17][C:15](=[O:16])[CH2:14]1>C1COCC1>[C:6]([C:5]1[CH:8]=[CH:9][C:2]([NH:1][C:18](=[O:20])[CH2:19][CH:13]([CH3:12])[CH2:14][C:15]([OH:17])=[O:16])=[CH:3][C:4]=1[O:10][CH3:11])#[N:7]. Procedure details: A solution of the compound obtained in Step 1 (670 mg, 4.52 mmol) and 3-methylglutaric anhydride (579 mg, 4.52 mmol) in THF (20 mL) was heated with reflux for 14 hr. The reaction solution was concentrated under reduced pressure to give 5-((4-cyano-3-methoxyphenyl)amino)-3-methyl-5-oxopentanoic acid (1.35 g, 4.89 mmol, quantitative) as a brownish-red oil. Starting materials: COC(=O)c1ccc(CCCN2C(=O)CCC2CCC(O)Cc2ccccc2)cc1, CO, [Na+], [OH-]. Product: O=C(O)c1ccc(CCCN2C(=O)CCC2CCC(O)Cc2ccccc2)cc1. As a reaction SMILES: [CH3:1][O:2][C:3]([c:4]1[cH:5][cH:6][c:7]([CH2:10][CH2:11][CH2:12][N:13]2[CH:14]([CH2:19][CH2:20][CH:21]([CH2:22][c:23]3[cH:24][cH:25][cH:26][cH:27][cH:28]3)[OH:29])[CH2:15][CH2:16][C:17]2=[O:18])[cH:8][cH:9]1)=[O:30].[CH3:33][OH:34].[Na+:32].[OH-:31]>>[O:2]=[C:3]([c:4]1[cH:5][cH:6][c:7]([CH2:10][CH2:11][CH2:12][N:13]2[CH:14]([CH2:19][CH2:20][CH:21]([CH2:22][c:23]3[cH:24][cH:25][cH:26][cH:27][cH:28]3)[OH:29])[CH2:15][CH2:16][C:17]2=[O:18])[cH:8][cH:9]1)[OH:30]. As a reaction SMILES: [C:29](=[O:30])([O-:31])[O-:32].[CH2:42]1[O:43][CH2:44][CH2:45][CH2:46]1.[CH:20]([N:21]([CH2:22][CH3:23])[CH:24]([CH3:25])[CH3:26])([CH3:27])[CH3:28].[F:1][c:2]1[cH:3][c:4]([CH2:5][NH:6][C:7](=[O:8])[NH:9][c:10]2[s:11][cH:12][c:13]([CH2:15][I:16])[n:14]2)[cH:17][cH:18][cH:19]1.[K+:33].[K+:34].[S:35]1[C:36](=[O:41])[NH:37][C:38](=[O:40])[CH2:39]1>>[F:1][c:2]1[cH:3][c:4]([CH2:5][NH:6][C:7](=[O:8])[NH:9][c:10]2[s:11][cH:12][c:13]([CH2:15][N:37]3[C:36](=[O:41])[S:35][CH2:39][C:38]3=[O:40])[n:14]2)[cH:17][cH:18][cH:19]1. The product is O=C(NCc1cccc(F)c1)Nc1nc(CN2C(=O)CSC2=O)cs1. Reactants: O=C([O-])[O-], C1CCOC1, CCN(C(C)C)C(C)C, O=C(NCc1cccc(F)c1)Nc1nc(CI)cs1, [K+], [K+], O=C1CSC(=O)N1. Starting materials: C(C1=CC=CC=C1)OC(=O)N1CCC(CC1)C1=CC=C(C=C1)OC (1-benzyloxycarbonyl-4-(4-methoxyphenyl)piperidine). The reagents and catalysts are [Pd] (palladium on carbon). Run in C(C)O (ethanol). The product is COC1=CC=C(C=C1)C1CCNCC1 (4-(4-methoxyphenyl)piperidine). Isolated yield 89.1%. Reaction SMILES: C(OC([N:11]1[CH2:16][CH2:15][CH:14]([C:17]2[CH:22]=[CH:21][C:20]([O:23][CH3:24])=[CH:19][CH:18]=2)[CH2:13][CH2:12]1)=O)C1C=CC=CC=1>C(O)C.[Pd]>[CH3:24][O:23][C:20]1[CH:19]=[CH:18][C:17]([CH:14]2[CH2:15][CH2:16][NH:11][CH2:12][CH2:13]2)=[CH:22][CH:21]=1. Reported procedure: A solution of 1-benzyloxycarbonyl-4-(4-methoxyphenyl)piperidine (0.42 g) in ethanol (5 mL) was treated with 10% palladium on carbon (0.04 g) and hydrogenated for 16 hours at atmospheric pressure. The reaction mixture was filtered through diatomaceous earth and evaporated to afford 4-(4-methoxyphenyl)piperidine as a colorless oil (0.22 g); NMR (CDCl3): 1.59-1.71 (m, 2), 1.85 (d, 2, J=12), 2.71-2.81 (d of t,2, J=12), 3.19-3.23 (broad, 2), 3.79 (s, 3), 6.83-6.87 (m, 2), 7.12-7.26 (m, 2); MS: m/z=19... The reactants are C1CCOC1, Cc1c(O)cn2ncnc(Oc3ccc([N+](=O)[O-])cc3F)c12, OCCN1CCOCC1, CC(C)OC(=O)N=NC(=O)OC(C)C, c1ccc(P(c2ccccc2)c2ccccc2)cc1. RXN SMILES: [CH2:65]1[O:66][CH2:67][CH2:68][CH2:69]1.[F:1][c:2]1[c:3]([O:4][c:5]2[n:6][cH:7][n:8][n:9]3[c:10]2[c:11]([CH3:15])[c:12]([OH:14])[cH:13]3)[cH:16][cH:17][c:18]([N+:20](=[O:21])[O-:22])[cH:19]1.[O:23]1[CH2:24][CH2:25][N:26]([CH2:29][CH2:30][OH:31])[CH2:27][CH2:28]1.[O:51]=[C:52]([O:53][CH:54]([CH3:55])[CH3:56])[N:57]=[N:58][C:59]([O:60][CH:61]([CH3:62])[CH3:63])=[O:64].[c:32]1([P:33]([c:34]2[cH:35][cH:36][cH:37][cH:38][cH:39]2)[c:40]2[cH:41][cH:42][cH:43][cH:44][cH:45]2)[cH:46][cH:47][cH:48][cH:49][cH:50]1>>[F:1][c:2]1[c:3]([O:4][c:5]2[n:6][cH:7][n:8][n:9]3[c:10]2[c:11]([CH3:15])[c:12]([O:14][CH2:30][CH2:29][N:26]2[CH2:25][CH2:24][O:23][CH2:28][CH2:27]2)[cH:13]3)[cH:16][cH:17][c:18]([N+:20](=[O:21])[O-:22])[cH:19]1. Product: Cc1c(OCCN2CCOCC2)cn2ncnc(Oc3ccc([N+](=O)[O-])cc3F)c12.